The task is: describe an organic reaction: reactants, conditions, products, and yield. This data is from the Open Reaction Database (ORD), a public repository of structured organic reaction records. Reactants: OC1=CC=C(C=C1)C (4-hydroxytoluene), BrCC(=O)C1=CC=CC=C1 (α-bromoacetophenone). The product is CC1=CC=C(OCC(=O)C2=CC=CC=C2)C=C1 (α-(4-methylphenoxy)-acetophenone). Reaction SMILES: [OH:1][C:2]1[CH:7]=[CH:6][C:5]([CH3:8])=[CH:4][CH:3]=1.Br[CH2:10][C:11]([C:13]1[CH:18]=[CH:17][CH:16]=[CH:15][CH:14]=1)=[O:12]>>[CH3:8][C:5]1[CH:6]=[CH:7][C:2]([O:1][CH2:10][C:11]([C:13]2[CH:18]=[CH:17][CH:16]=[CH:15][CH:14]=2)=[O:12])=[CH:3][CH:4]=1. Procedure: Using the method of Example 17 and starting with 4-hydroxytoluene and α-bromoacetophenone one obtains α-(4-methylphenoxy)-acetophenone. The reactants are O (water), NC1=C(C=C(C=C1C(C1=CC=CC=C1)=O)Cl)CC(=O)O (2-amino-3-benzoyl-5-chlorobenzeneacetic acid), [Na] (sodium), O (H2O), C(C)I (ethyl iodide). The solvent is CN(C=O)C (dimethylformamide). Conditions: time 2 hour. Product: NC1=C(C=C(C=C1C(C1=CC=CC=C1)=O)Cl)CC(=O)OCC (2-Amino-3-benzoyl-5-chlorobenzeneacetic Acid, Ethyl Ester). The yield is 4.7%. Reaction SMILES: [NH2:1][C:2]1[C:7]([C:8](=[O:15])[C:9]2[CH:14]=[CH:13][CH:12]=[CH:11][CH:10]=2)=[CH:6][C:5]([Cl:16])=[CH:4][C:3]=1[CH2:17][C:18]([OH:20])=[O:19].[Na].O.[CH2:23](I)[CH3:24]>CN(C)C=O>[NH2:1][C:2]1[C:7]([C:8](=[O:15])[C:9]2[CH:14]=[CH:13][CH:12]=[CH:11][CH:10]=2)=[CH:6][C:5]([Cl:16])=[CH:4][C:3]=1[CH2:17][C:18]([O:20][CH2:23][CH3:24])=[O:19] |^1:20|. Reported procedure: A solution of 3.12 g (0.1 mole) of 2-amino-3-benzoyl-5-chlorobenzeneacetic acid, sodium salt.1/2 H2O in 250 ml of dry dimethylformamide was treated with 44 g of ethyl iodide (0.3 mole) under nitrogen and stirred for 2 hours. The resulting solution was then added to one liter of water and extracted several times with ethyl ether. The combined ether layers were washed with water, dried over sodium sulfate, filtered and stripped to yield a solid yellow residue. This residue was recrystallized from ... Reactants: Cl.Cl.C(C)OC(CC=1C=NC=C(C1)C1=C(C=C(C=C1)C(F)(F)F)CNCC)=O ([5-(2-Ethylaminomethyl-4-trifluoromethyl-phenyl)-pyridin-3-yl]-acetic acid ethyl ester, dihydrochloride), COC1=NC(=CC(=N1)OC)C(=O)O (2,4-dimethoxypyrimidine-6-carboxylic acid). Product: C(C)OC(CC=1C=NC=C(C1)C1=C(C=C(C=C1)C(F)(F)F)CN(CC)C(=O)C1=NC(=NC(=C1)OC)OC)=O ([5-(2-{[N-(2,6-dimethoxy-pyrimidine-4-carbonyl)-N-ethyl-amino]-methyl}-4-trifluoromethyl-phenyl)-pyridin-3-yl]-acetic acid ethyl ester). Reaction SMILES: Cl.Cl.[CH2:3]([O:5][C:6](=[O:28])[CH2:7][C:8]1[CH:9]=[N:10][CH:11]=[C:12]([C:14]2[CH:19]=[CH:18][C:17]([C:20]([F:23])([F:22])[F:21])=[CH:16][C:15]=2[CH2:24][NH:25][CH2:26][CH3:27])[CH:13]=1)[CH3:4].[CH3:29][O:30][C:31]1[N:36]=[C:35]([O:37][CH3:38])[CH:34]=[C:33]([C:39](O)=[O:40])[N:32]=1>>[CH2:3]([O:5][C:6](=[O:28])[CH2:7][C:8]1[CH:9]=[N:10][CH:11]=[C:12]([C:14]2[CH:19]=[CH:18][C:17]([C:20]([F:21])([F:23])[F:22])=[CH:16][C:15]=2[CH2:24][N:25]([C:39]([C:33]2[CH:34]=[C:35]([O:37][CH3:38])[N:36]=[C:31]([O:30][CH3:29])[N:32]=2)=[O:40])[CH2:26][CH3:27])[CH:13]=1)[CH3:4] |f:0.1.2|. Procedure details: [5-(2-Ethylaminomethyl-4-trifluoromethyl-phenyl)-pyridin-3-yl]-acetic acid ethyl ester, dihydrochloride and 2,4-dimethoxypyrimidine-6-carboxylic acid were reacted as described in Example 8, Step 6 to provide [5-(2-{[N-(2,6-dimethoxy-pyrimidine-4-carbonyl)-N-ethyl-amino]-methyl}-4-trifluoromethyl-phenyl)-pyridin-3-yl]-acetic acid ethyl ester. The ester was hydrolyzed to the acid as described in Example 8, Step 7. Starting materials: NC1=NC=CC=C1OCC1(CC1)C1=CC=CC=C1 (2-amino-3-[(1-phenylcyclopropyl)methoxy]pyridine), ClC(C(=O)OCC)C(=O)C (ethyl 2-chloroacetoacetate). Solvent: CO (methanol), ethyl acetate-hexanes, C(C)(=O)OCC (ethyl acetate). The product is CC=1N=C2N(C=CC=C2OCC2(CC2)C2=CC=CC=C2)C1C(=O)OCC (ethyl 2-methyl-8-[(1-phenylcyclopropyl)methoxy]imidazo[1,2-α]pyridine-3-carboxylate). Isolated yield 8.6%. As a reaction SMILES: [NH2:1][C:2]1[C:7]([O:8][CH2:9][C:10]2([C:13]3[CH:18]=[CH:17][CH:16]=[CH:15][CH:14]=3)[CH2:12][CH2:11]2)=[CH:6][CH:5]=[CH:4][N:3]=1.Cl[CH:20]([C:26]([CH3:28])=O)[C:21]([O:23][CH2:24][CH3:25])=[O:22]>CO.C(OCC)(=O)C>[CH3:28][C:26]1[N:1]=[C:2]2[C:7]([O:8][CH2:9][C:10]3([C:13]4[CH:14]=[CH:15][CH:16]=[CH:17][CH:18]=4)[CH2:12][CH2:11]3)=[CH:6][CH:5]=[CH:4][N:3]2[C:20]=1[C:21]([O:23][CH2:24][CH3:25])=[O:22]. Procedure details: A stirred mixture of 2-amino-3-[(1-phenylcyclopropyl)methoxy]pyridine (2.82 g, 11.7 mmol, see example 23), ethyl 2-chloroacetoacetate (6.5 mL, 47 mmol) and molecular sieves (15.1 g, type 4 Å, beads, 8–12 mesh) in anhydrous methanol (55 mL) was refluxed for 39 h under argon. The molecular sieves were filtered off and the filtrate was concentrated in vacuo to give an oil which was dissolved in ethyl acetate (200 mL) and then washed successively with a 1:1 (v/v) mixture of saturated aq sodium bicar... Starting materials: NC1=C(C(=O)NC2=CC(=C(C=C2)OCCN2CCCC2)OC)C=CC(=C1)C1=CC=CC=C1 (2-amino-N-[3-methoxy-4-(2-pyrrolidin-1-yl-ethoxy)-phenyl]-4-phenyl-benzamide), NC1=C(C(=O)NC2=CC(=C(C=C2)OCCN2CCCC2)OC)C=CC(=C1)OC1=CC=CC=C1 (2-amino-N-[3-methoxy-4-(2-pyrrolidin-1-yl-ethoxy)-phenyl]-4-phenoxy-benzamide). The product is COC=1C=C(C=CC1OCCN1CCCC1)N1N=NC2=C(C1=O)C=CC(=C2)C2=CC=CC=C2 (3-[3-Methoxy-4-(2-pyrrolidin-1-yl-ethoxy)-phenyl]-7-phenyl-3H-benzo[d][1,2,3]triazin-4-one). RXN SMILES: [NH2:1][C:2]1[CH:26]=[C:25]([C:27]2[CH:32]=[CH:31][CH:30]=[CH:29][CH:28]=2)[CH:24]=[CH:23][C:3]=1[C:4]([NH:6][C:7]1[CH:12]=[CH:11][C:10]([O:13][CH2:14][CH2:15][N:16]2[CH2:20][CH2:19][CH2:18][CH2:17]2)=[C:9]([O:21][CH3:22])[CH:8]=1)=[O:5].[NH2:33]C1C=C(OC2C=CC=CC=2)C=CC=1C(NC1C=CC(OCCN2CCCC2)=C(OC)C=1)=O>>[CH3:22][O:21][C:9]1[CH:8]=[C:7]([N:6]2[C:4](=[O:5])[C:3]3[CH:23]=[CH:24][C:25]([C:27]4[CH:32]=[CH:31][CH:30]=[CH:29][CH:28]=4)=[CH:26][C:2]=3[N:1]=[N:33]2)[CH:12]=[CH:11][C:10]=1[O:13][CH2:14][CH2:15][N:16]1[CH2:17][CH2:18][CH2:19][CH2:20]1. Reported procedure: This amine was treated in the manner of 2-amino-N-[3-methoxy-4-(2-pyrrolidin-1-yl-ethoxy)-phenyl]-4-phenoxy-benzamide in Example C1 to give the title compound; The reactants are C(C)(=O)OCC=CCOC(C)=O (1,4-diacetoxy-2-butene), HRh(CO)(PPh3)3, C1(=CC=CC=C1)C (toluene). Run in Zeolite-Y. Reaction conditions: temperature 75 celsius. Product: C(=O)C(=C)CCOC(C)=O (2-Formyl-4-acetoxybutene). Yield: 99.9%. As a reaction SMILES: C([O:4][CH2:5][CH:6]=[CH:7][CH2:8][O:9][C:10](=[O:12])[CH3:11])(=O)C.[C:13]1(C)C=CC=CC=1>>[CH:5]([C:6]([CH2:7][CH2:8][O:9][C:10](=[O:12])[CH3:11])=[CH2:13])=[O:4]. Reported procedure: A solution of 1,4-diacetoxy-2-butene (0.5 g) and HRh(CO)(PPh3)3-entrapped in Zeolite-Y (0.05 g) in toluene (25 ml) was heated in an autoclave at 75° C., under 1000 psig of synthesis gas (50% by volume H2 and 50% by volume CO gas). The reaction was monitored for gas absorption. After the theoretical amount of gas absorption (44 psig) took place and consequently there was no further gas uptake, the reaction was stopped and then the autoclave was cooled to room temperature. The solid catalyst was r... Reactants: CCOC(=O)C=Cc1ccc(C(=C2CCCCCC2)c2ccc(O)cc2)c(F)c1, C1CCOC1, CCO, [Na+], [OH-]. The product is O=C(O)C=Cc1ccc(C(=C2CCCCCC2)c2ccc(O)cc2)c(F)c1. RXN SMILES: [CH2:1]([CH3:2])[O:3][C:4]([CH:5]=[CH:6][c:7]1[cH:8][c:9]([F:28])[c:10]([C:13]([c:14]2[cH:15][cH:16][c:17]([OH:20])[cH:18][cH:19]2)=[C:21]2[CH2:22][CH2:23][CH2:24][CH2:25][CH2:26][CH2:27]2)[cH:11][cH:12]1)=[O:29].[CH2:32]1[O:33][CH2:34][CH2:35][CH2:36]1.[CH3:37][CH2:38][OH:39].[Na+:31].[OH-:30]>>[O:3]=[C:4]([CH:5]=[CH:6][c:7]1[cH:8][c:9]([F:28])[c:10]([C:13]([c:14]2[cH:15][cH:16][c:17]([OH:20])[cH:18][cH:19]2)=[C:21]2[CH2:22][CH2:23][CH2:24][CH2:25][CH2:26][CH2:27]2)[cH:11][cH:12]1)[OH:29].